This data is from the Open Reaction Database (ORD), a public repository of structured organic reaction records. The task is: describe an organic reaction: reactants, conditions, products, and yield The reactants are C1(=CC=CC=C1)CC1=C(C=CC=C1)C1(CCC(CC1)N(C)C)O (1-[2-(phenylmethyl)phenyl]-4-dimethylaminocyclohexanol). Solvent: C(C)(=O)O (acetic acid), Cl (hydrochloric acid). Reaction conditions: time 3 day. Yields the product C1(=CC=CC=C1)CC1=C(C=CC=C1)C1=CCC(CC1)N(C)C (1-[2-(phenylmethyl)phenyl]-4-dimethylaminocyclohex-1-ene). The yield is 99.7%. Reaction SMILES: [C:1]1([CH2:7][C:8]2[CH:13]=[CH:12][CH:11]=[CH:10][C:9]=2[C:14]2(O)[CH2:19][CH2:18][CH:17]([N:20]([CH3:22])[CH3:21])[CH2:16][CH2:15]2)[CH:6]=[CH:5][CH:4]=[CH:3][CH:2]=1>C(O)(=O)C.Cl>[C:1]1([CH2:7][C:8]2[CH:13]=[CH:12][CH:11]=[CH:10][C:9]=2[C:14]2[CH2:19][CH2:18][CH:17]([N:20]([CH3:21])[CH3:22])[CH2:16][CH:15]=2)[CH:2]=[CH:3][CH:4]=[CH:5][CH:6]=1. Procedure: A solution of 7.0 g of 1-[2-(phenylmethyl)phenyl]-4-dimethylaminocyclohexanol of Example 1 in 30 ml of acetic acid and 3 ml of hydrochloric acid (concentrated) is heated to reflux for 41/2 hours. After the contents are allowed to stand at 5° C. for 3 days, the solvent is evaporated off and the residue is dissolved in 50 ml of water. The solution is filtered and made alkaline with a slight excess of 50% aqueous NaOH. After cooling, the product is collected by suction filtration, and the filter ca... Reactants: C(C)C(CC)(C1=CC(=C(C=C1)O)C)C=1C=C(C2=C(C=C(O2)C(=O)O)C1)C (5-[1-Ethyl-1-(4-hydroxy-3-methyl-phenyl)-propyl]-7-methyl-benzofuran-2-carboxylic acid), [OH-].[Na+] (NaOH), ClC1C(CCCC1)=O (2-chloro cyclohexanone), C([O-])([O-])=O.[K+].[K+] (potassium carbonate). Product: C(C)C(CC)(C1=CC(=C(C=C1)OC1C(CCCC1)=O)C)C=1C=CC2=C(C=C(O2)C(=O)O)C1 (5-{1-Ethyl-1-[3-methyl-4-(2-oxo-cyclohexyloxy)-phenyl]-propyl}-benzofuran-2-carboxylic acid). Reaction SMILES: [CH2:1]([C:3]([C:14]1[CH:15]=[C:16](C)[C:17]2[O:21][C:20]([C:22]([OH:24])=[O:23])=[CH:19][C:18]=2[CH:25]=1)([C:6]1[CH:11]=[CH:10][C:9](O)=[C:8]([CH3:13])[CH:7]=1)[CH2:4][CH3:5])[CH3:2].Cl[CH:28]1[CH2:33][CH2:32][CH2:31][CH2:30][C:29]1=[O:34].C(=O)([O-])[O-].[K+].[K+].[OH-:41].[Na+]>>[CH2:1]([C:3]([C:14]1[CH:15]=[CH:16][C:17]2[O:21][C:20]([C:22]([OH:24])=[O:23])=[CH:19][C:18]=2[CH:25]=1)([C:6]1[CH:11]=[CH:10][C:9]([O:41][CH:28]2[CH2:33][CH2:32][CH2:31][CH2:30][C:29]2=[O:34])=[C:8]([CH3:13])[CH:7]=1)[CH2:4][CH3:5])[CH3:2] |f:2.3.4,5.6|. Reported procedure: 5-[1-Ethyl-1-(4-hydroxy-3-methyl-phenyl)-propyl]-7-methyl-benzofuran-2-carboxylic acid (1000 mg, 2.7 mmol), 2-chloro cyclohexanone (429 mg, 3.3 mmol) and potassium carbonate (759 mg, 5.5 mmol) was made in an analogous manner to Example 30 part D followed by base hydrolysis with 2N NaOH analogous to Example 30 part E to yield (60 mg, 30%) MS (ES) m/e: 433.3 (M−1) Starting materials: [OH-].[Na+] (NaOH), C[C@H](CS)C(=O)N1CCC[C@H]1C(=O)O (Captopril), Na2HPO4, N(=O)[O-].[Na+] (NaNO2). Run in Cl (HCl). Product: C[C@H](CSN=O)C(=O)N1CCC[C@H]1C(=O)O (S-Nitrosocaptopril). Reaction SMILES: [CH3:1][C@@H:2]([C:5]([N:7]1[C@H:11]([C:12]([OH:14])=[O:13])[CH2:10][CH2:9][CH2:8]1)=[O:6])[CH2:3][SH:4].[N:15]([O-])=[O:16].[Na+].[OH-].[Na+]>Cl>[CH3:1][C@@H:2]([C:5]([N:7]1[C@H:11]([C:12]([OH:14])=[O:13])[CH2:10][CH2:9][CH2:8]1)=[O:6])[CH2:3][S:4][N:15]=[O:16] |f:1.2,3.4|. Reported procedure: 50 mg of Captopril (0.236 mMoles) was dissolved in 10 ml of 0.1 M HCl at room temperature and cooled briefly in an ice bath. A total of 0.25 ml of 1 M NaNO2 was then added in several small portions with rapid swirling. After 2 min on ice, 1.0 ml of 0.5 M Na2HPO4 was added and the solution was adjusted to pH 7.3 with 0.1 M NaOH. The solution displayed absorption maxima at 542 nm (E=19.8 M-1 cm-1) and 330 nm (E=995 M-1 cm-1). Reactants: COC1=C(OC)C(=O)C(Cc2ccc(OC(C)=O)c(C(=O)Nc3ccc(OC)cc3)c2)=C(C)C1=O, CO, [Na+], O, O=C([O-])O. Yields the product COC1=C(OC)C(=O)C(Cc2ccc(O)c(C(=O)Nc3ccc(OC)cc3)c2)=C(C)C1=O. Reaction SMILES: [CH3:1][O:2][C:3]1=[C:8]([O:9][CH3:10])[C:7](=[O:11])[C:6]([CH2:12][c:13]2[cH:14][cH:15][c:16]([O:30][C:31](=[O:32])[CH3:33])[c:17]([C:18](=[O:19])[NH:20][c:21]3[cH:22][cH:23][c:24]([O:27][CH3:28])[cH:25][cH:26]3)[cH:29]2)=[C:5]([CH3:34])[C:4]1=[O:35].[CH3:41][OH:42].[Na+:36].[OH2:43].[OH:37][C:38](=[O:39])[O-:40]>>[CH3:1][O:2][C:3]1=[C:8]([O:9][CH3:10])[C:7](=[O:11])[C:6]([CH2:12][c:13]2[cH:14][cH:15][c:16]([OH:30])[c:17]([C:18](=[O:19])[NH:20][c:21]3[cH:22][cH:23][c:24]([O:27][CH3:28])[cH:25][cH:26]3)[cH:29]2)=[C:5]([CH3:34])[C:4]1=[O:35]. The reactants are O=C1CCC(=O)N1Br, ClC(Cl)(Cl)Cl, COc1ccc2sc(C)nc2c1. Yields the product COc1ccc2sc(CBr)nc2c1. Reaction SMILES: [Br:1][N:2]1[C:3](=[O:4])[CH2:5][CH2:6][C:7]1=[O:8].[C:21]([Cl:22])([Cl:23])([Cl:24])[Cl:25].[CH3:9][c:10]1[s:11][c:12]2[c:13]([n:14]1)[cH:15][c:16]([O:19][CH3:20])[cH:17][cH:18]2>>[Br:1][CH2:9][c:10]1[s:11][c:12]2[c:13]([n:14]1)[cH:15][c:16]([O:19][CH3:20])[cH:17][cH:18]2. Starting materials: [Br-], C1CCOC1, [Mg+]C1CC1, COC(=O)c1ccc(O)c(C=O)c1. The product is COC(=O)c1ccc(O)c(C(O)C2CC2)c1. Reaction SMILES: [Br-:14].[CH2:19]1[O:20][CH2:21][CH2:22][CH2:23]1.[CH:15]1([Mg+:18])[CH2:16][CH2:17]1.[CH:1](=[O:2])[c:3]1[cH:4][c:5]([C:6](=[O:7])[O:8][CH3:9])[cH:10][cH:11][c:12]1[OH:13]>>[CH:1]([OH:2])([c:3]1[cH:4][c:5]([C:6](=[O:7])[O:8][CH3:9])[cH:10][cH:11][c:12]1[OH:13])[CH:15]1[CH2:16][CH2:17]1.